This data is from the Open Reaction Database (ORD), a public repository of structured organic reaction records. The task is: describe an organic reaction: reactants, conditions, products, and yield The reactants are BrC1C(C2=CC=C(C=C2C1)Cl)=O (2-bromo-5-chloroindan-1-one), C[S-].[Na+] (sodium thiomethoxide). Run in C(C)O (ethanol). Run at time 90 minute. The product is ClC=1C=C2CC(C(C2=CC1)=O)SC (5-chloro-2-methylsulfanylindan-1-one). As a reaction SMILES: Br[CH:2]1[CH2:10][C:9]2[C:4](=[CH:5][CH:6]=[C:7]([Cl:11])[CH:8]=2)[C:3]1=[O:12].[CH3:13][S-:14].[Na+]>C(O)C>[Cl:11][C:7]1[CH:8]=[C:9]2[C:4](=[CH:5][CH:6]=1)[C:3](=[O:12])[CH:2]([S:14][CH3:13])[CH2:10]2 |f:1.2|. Reported procedure: 0.98 g (4 mmol) of 2-bromo-5-chloroindan-1-one and 0.42 g (6 mmol) of sodium thiomethoxide were suspended in 5 ml of ethanol, treated in an ultrasonic bath for 30 minutes and then stirred at room temperature for 90 minutes. The reaction mixture was concentrated under reduced pressure and chromatographed on silica gel using toluene/ethyl acetate 10/1. The eluates were concentrated under reduced pressure, giving 5-chloro-2-methylsulfanylindan-1-one of melting point 90° C. Reactants: COC([C@H](NC(=O)OCC1=CC=CC=C1)CC1=CC=C(C=C1)O)=O ((R)-N-benzyloxycarbonyl-tyrosine methyl ester), BrCC(=O)OC(C)(C)C (t-butyl bromoacetate), C([O-])([O-])=O.[K+].[K+] (potassium carbonate). Yields the product COC([C@H](NC(=O)OCC1=CC=CC=C1)CC1=CC=C(C=C1)OCC(=O)OC(C)(C)C)=O (N-benzyloxycarbonyl-3-[p-(tert-butoxycarbonylmethoxy)phenyl]-D-alanine methyl ester). As a reaction SMILES: [CH3:1][O:2][C:3](=[O:24])[C@@H:4]([CH2:16][C:17]1[CH:22]=[CH:21][C:20]([OH:23])=[CH:19][CH:18]=1)[NH:5][C:6]([O:8][CH2:9][C:10]1[CH:15]=[CH:14][CH:13]=[CH:12][CH:11]=1)=[O:7].Br[CH2:26][C:27]([O:29][C:30]([CH3:33])([CH3:32])[CH3:31])=[O:28].C(=O)([O-])[O-].[K+].[K+]>>[CH3:1][O:2][C:3](=[O:24])[C@@H:4]([CH2:16][C:17]1[CH:18]=[CH:19][C:20]([O:23][CH2:26][C:27]([O:29][C:30]([CH3:33])([CH3:32])[CH3:31])=[O:28])=[CH:21][CH:22]=1)[NH:5][C:6]([O:8][CH2:9][C:10]1[CH:15]=[CH:14][CH:13]=[CH:12][CH:11]=1)=[O:7] |f:2.3.4|. Procedure: (R)-N-benzyloxycarbonyl-tyrosine methyl ester was reacted in a manner analogous to that described in Example 3 with t-butyl bromoacetate in the presence of potassium carbonate to give N-benzyloxycarbonyl-3-[p-(tert-butoxycarbonylmethoxy)phenyl]-D-alanine methyl ester. The colorless oil was hydrogenated in methanol, after addition of 5% palladium/carbon, in a shaking apparatus at room temperature under atmospheric pressure, obtaining, after filtration and removal of the solvent, 3-[p-(tert-butoxy... The reactants are CC(=CCBr)C[N+](=O)[O-], C1COCCN1. Yields the product CC(=CCN1CCOCC1)C[N+](=O)[O-]. RXN SMILES: [Br:1][CH2:2][CH:3]=[C:4]([CH2:5][N+:6](=[O:7])[O-:8])[CH3:9].[CH2:10]1[CH2:11][O:12][CH2:13][CH2:14][NH:15]1>>[CH2:2]([CH:3]=[C:4]([CH2:5][N+:6](=[O:7])[O-:8])[CH3:9])[N:15]1[CH2:10][CH2:11][O:12][CH2:13][CH2:14]1. The reactants are C(C)(=O)O.C(C)(=O)O.IC1=CC=CC=C1 (iodobenzene diacetate), N(N)C=1N=NC(=CC1)I (3-hydrazinyl-6-iodopyridazine), CO (MeOH), C(C)OC(C=O)=O (glyoxylic acid ethyl ester). Solvent: C(Cl)Cl (DCM). Conditions: temperature 40 celsius, time 8 hour. Yields the product IC=1C=CC=2N(N1)C(=NN2)C(=O)OCC (Ethyl 6-iodo-[1,2,4]triazolo[4,3-b]pyridazine-3-carboxylate). The yield is 65.9%. Reaction SMILES: [NH:1]([C:3]1[N:4]=[N:5][C:6]([I:9])=[CH:7][CH:8]=1)[NH2:2].CO.[CH2:12]([O:14][C:15](=[O:18])[CH:16]=O)[CH3:13].C(O)(=O)C.C(O)(=O)C.IC1C=CC=CC=1>C(Cl)Cl>[I:9][C:6]1[CH:7]=[CH:8][C:3]2[N:4]([C:16]([C:15]([O:14][CH2:12][CH3:13])=[O:18])=[N:2][N:1]=2)[N:5]=1 |f:3.4.5|. Procedure details: In a 1 L round-bottomed flask was added 3-hydrazinyl-6-iodopyridazine (60.6 g, 257 mmol, prepared using General Procedure D from 3-chloro-6-iodopyridazine [Example #9 Step A] with hydrazine hydrate) and MeOH (600 mL) to give a tan suspension. A solution of glyoxylic acid ethyl ester (50 wt % in toluene, 54.9 mL, 270 mmol, Fluka) was added. The mixture was heated at about 40° C. for about 2 h. The reaction mixture was cooled to ambient temperature and the solvent was removed in vacuo. The residue... Starting materials: CC(C)C1=C(C(=CC(=C1)C(C)C)C(C)C)CCC(=O)OC (3-[2,4,6-Tris(1-methylethyl)phenyl]propionic acid, methyl ester), [OH-].[Na+] (Sodium hydroxide). The solvent is CO (methanol), O (water). Reaction conditions: time 4 hour. The product is CC(C)C1=C(C(=CC(=C1)C(C)C)C(C)C)CCC(=O)O (3-[2,4,6-tris(1-methyl-ethyl)phenyl]propionic acid). Isolated yield 92.7%. RXN SMILES: [CH3:1][CH:2]([C:4]1[CH:9]=[C:8]([CH:10]([CH3:12])[CH3:11])[CH:7]=[C:6]([CH:13]([CH3:15])[CH3:14])[C:5]=1[CH2:16][CH2:17][C:18]([O:20]C)=[O:19])[CH3:3].[OH-].[Na+]>CO.O>[CH3:15][CH:13]([C:6]1[CH:7]=[C:8]([CH:10]([CH3:11])[CH3:12])[CH:9]=[C:4]([CH:2]([CH3:1])[CH3:3])[C:5]=1[CH2:16][CH2:17][C:18]([OH:20])=[O:19])[CH3:14] |f:1.2|. Reported procedure: 3-[2,4,6-Tris(1-methylethyl)phenyl]propionic acid, methyl ester (2.12 g, 7.3 mmol) was dissolved in 100 mL methanol and 10 mL water. Sodium hydroxide (0.32 g, 8.0 mmol) was added and the resulting solution was stirred at room temperature for 4 hours. Concentrated in vacuo and partitioned the residue between water and diethyl ether. The aqueous layer was acidified with concentrated HC1 and extracted with dichloromethane. The organic extract was dried over MgSO4, filtered, and concentrated to give...